Dataset: the Open Reaction Database (ORD), a public repository of structured organic reaction records. Task: describe an organic reaction: reactants, conditions, products, and yield Starting materials: COC(COC1=C2C(=C(C(=NC2=C(C=C1)F)CC)CC1=CC=C(C=C1)N)OC(F)F)=O ([3-(4-aminobenzyl)-4-difluoromethoxy-2-ethyl-8-fluoroquinolin-5-yloxy]acetic acid methyl ester), N1=CC=CC=C1 (pyridine), C(C)(=O)O (acetic acid), C(C)S(=O)(=O)Cl (ethanesulfonyl chloride). Run in ClCCl (dichloromethane), ClCCl (dichloromethane), O (water). Run at time 8 hour. Product: COC(COC1=C2C(=C(C(=NC2=C(C=C1)F)CC)CC1=CC=C(C=C1)NS(=O)(=O)CC)OC(F)F)=O ([4-difluoromethoxy-3-(4-ethanesulfonylaminobenzyl)-2-ethyl-8-fluoroquinolin-5-yloxy]acetic acid methyl ester). RXN SMILES: [CH3:1][O:2][C:3](=[O:31])[CH2:4][O:5][C:6]1[CH:15]=[CH:14][C:13]([F:16])=[C:12]2[C:7]=1[C:8]([O:27][CH:28]([F:30])[F:29])=[C:9]([CH2:19][C:20]1[CH:25]=[CH:24][C:23]([NH2:26])=[CH:22][CH:21]=1)[C:10]([CH2:17][CH3:18])=[N:11]2.N1C=CC=CC=1.[CH2:38]([S:40](Cl)(=[O:42])=[O:41])[CH3:39].C(O)(=O)C>ClCCl.O>[CH3:1][O:2][C:3](=[O:31])[CH2:4][O:5][C:6]1[CH:15]=[CH:14][C:13]([F:16])=[C:12]2[C:7]=1[C:8]([O:27][CH:28]([F:29])[F:30])=[C:9]([CH2:19][C:20]1[CH:21]=[CH:22][C:23]([NH:26][S:40]([CH2:38][CH3:39])(=[O:42])=[O:41])=[CH:24][CH:25]=1)[C:10]([CH2:17][CH3:18])=[N:11]2. Procedure details: A mixture of [3-(4-aminobenzyl)-4-difluoromethoxy-2-ethyl-8-fluoroquinolin-5-yloxy]acetic acid methyl ester (0.051 g), pyridine (0.019 mL) and dichloromethane (0.5 mL) at 0° C. was treated with ethanesulfonyl chloride (0.013 mL) and the resulting mixture was stirred at room temperature overnight. The mixture was diluted with dichloromethane and water, and then acidified by the addition of glacial acetic acid. The organic phase was dried over magnesium sulfate, and then concentrated under reduced...